This data is from the Open Reaction Database (ORD), a public repository of structured organic reaction records. The task is: describe an organic reaction: reactants, conditions, products, and yield Starting materials: F[C@@]12[C@]3(C=CC(C=C3CC[C@H]1[C@@H]1CCC([C@@]1(C)C[C@@H]2O)(SC)SC)=O)C (9-fluoro-11β-hydroxy-17,17-bis-(methylthio)androsta-1,4-diene-3-one). Run in C(C)C1=C(C=CC=C1)CC (diethylbenzene). The product is F[C@@]12[C@]3(C=CC(C=C3CC[C@H]1[C@@H]1CC=C([C@@]1(C)C[C@@H]2O)SC)=O)C (9-Fluoro-11β-hydroxy-17-(methylthio)androsta-1,4,16-trien-3-one). The yield is 91.7%. As a reaction SMILES: [F:1][C@:2]12[C@@H:19]([OH:20])[CH2:18][C@@:16]3([CH3:17])[C@@H:12]([CH2:13][CH2:14][C:15]3(SC)[S:21][CH3:22])[C@@H:11]1[CH2:10][CH2:9][C:8]1[C@:3]2([CH3:26])[CH:4]=[CH:5][C:6](=[O:25])[CH:7]=1>C(C1C=CC=CC=1CC)C>[F:1][C@:2]12[C@@H:19]([OH:20])[CH2:18][C@@:16]3([CH3:17])[C@@H:12]([CH2:13][CH:14]=[C:15]3[S:21][CH3:22])[C@@H:11]1[CH2:10][CH2:9][C:8]1[C@:3]2([CH3:26])[CH:4]=[CH:5][C:6](=[O:25])[CH:7]=1. Procedure details: A suspension of 9-fluoro-11β-hydroxy-17,17-bis-(methylthio)androsta-1,4-diene-3-one (3.6 g) in diethylbenzene (250 ml) is slowly distilled from a bath at 220° C. In a few minutes, a clear solution results and the starting material disappears. On cooling in an ice bath, the solution deposits small needles of the analytical specimen of the title compound, (2.9 g), melting point 268° C (dec.). (discoloration starts at 263° C).